From a dataset of the Open Reaction Database (ORD), a public repository of structured organic reaction records. describe an organic reaction: reactants, conditions, products, and yield Reactants: BrC1=C(N=CC2=C1C1=C(N2)N=CC(=C1)C=1C=NN(C1)C)C#N (5-bromo-3-(1-methyl-1H-pyrazol-4-yl)-9H-dipyrido[2,3-b;4′,3′-d]pyrrole-6-carbonitrile), [H-].[Na+] (sodium hydride), ClCOCC[Si](C)(C)C ((2-chloromethoxyethyl)-trimethyl-silane). Run in O (water), CN(C)C=O (DMF). Run at time 20 minute. The product is BrC1=C(N=CC2=C1C1=C(N2COCC[Si](C)(C)C)N=CC(=C1)C=1C=NN(C1)C)C#N (5-Bromo-3-(1-methyl-1H-pyrazol-4-yl)-9-(2-trimethylsilanyl-ethoxymethyl)-9H-dipyrido[2,3-b;4′,3′-d]pyrrole-6-carbonitrile). Isolated yield 53.9%. RXN SMILES: [Br:1][C:2]1[C:7]2[C:8]3[CH:14]=[C:13]([C:15]4[CH:16]=[N:17][N:18]([CH3:20])[CH:19]=4)[CH:12]=[N:11][C:9]=3[NH:10][C:6]=2[CH:5]=[N:4][C:3]=1[C:21]#[N:22].[H-].[Na+].Cl[CH2:26][O:27][CH2:28][CH2:29][Si:30]([CH3:33])([CH3:32])[CH3:31]>CN(C=O)C.O>[Br:1][C:2]1[C:7]2[C:8]3[CH:14]=[C:13]([C:15]4[CH:16]=[N:17][N:18]([CH3:20])[CH:19]=4)[CH:12]=[N:11][C:9]=3[N:10]([CH2:26][O:27][CH2:28][CH2:29][Si:30]([CH3:33])([CH3:32])[CH3:31])[C:6]=2[CH:5]=[N:4][C:3]=1[C:21]#[N:22] |f:1.2|. Reported procedure: To a solution of 5-bromo-3-(1-methyl-1H-pyrazol-4-yl)-9H-dipyrido[2,3-b;4′,3′-d]pyrrole-6-carbonitrile (547 mg, 1.55 mmol) in DMF (25 ml) under a flow of nitrogen was added sodium hydride (93 mg, 60% dispersion in mineral oil, 2.39 mmol). After 20 min, a yellow solution had formed and (2-chloromethoxyethyl)-trimethyl-silane (358 μL, 2.02 mmol) was added. The reaction mixture was stirred at ambient temperature for 3 days, then diluted with water and sonicated. The resultant solid was collected by...